Dataset: the Open Reaction Database (ORD), a public repository of structured organic reaction records. Task: describe an organic reaction: reactants, conditions, products, and yield The product is COc1cc2ccc(-c3ccccc3N)cc2cc1OC. Starting materials: CCOC(C)=O, COc1cc2ccc(-c3ccccc3[N+](=O)[O-])cc2cc1OC, [Pd]. Reaction SMILES: [CH3:24][CH2:25][O:26][C:27](=[O:28])[CH3:29].[N+:1]([O-:2])(=[O:3])[c:4]1[c:5](-[c:10]2[cH:11][c:12]3[cH:13][c:14]([O:22][CH3:23])[c:15]([O:20][CH3:21])[cH:16][c:17]3[cH:18][cH:19]2)[cH:6][cH:7][cH:8][cH:9]1.[Pd:30]>>[NH2:1][c:4]1[c:5](-[c:10]2[cH:11][c:12]3[cH:13][c:14]([O:22][CH3:23])[c:15]([O:20][CH3:21])[cH:16][c:17]3[cH:18][cH:19]2)[cH:6][cH:7][cH:8][cH:9]1. Reaction conditions: time 8 hour. Reported procedure: The 2-(4-chlorophenyl)-3H-imidazo[4,5-b]pyridine (2.29 g, 0.01 mole), was added to a suspension of sodium hydride (0.44 g of 60% sodium hydride/oil, 0.01 mole, washed once with hexanes) in 50 ml of dimethylformamide. The mixture was heated to 70° C. for 1 hr before the addition of chloroacetone (0.93 g, 0.01 mole) at room temperature. The reaction mixture was stirred at room temperature overnight, then poured into 300 ml of water. The precipitate was collected by filtration, washed with water, a... Run in O (water). As a reaction SMILES: [Cl:1][C:2]1[CH:7]=[CH:6][C:5]([C:8]2[NH:16][C:11]3=[N:12][CH:13]=[CH:14][CH:15]=[C:10]3[N:9]=2)=[CH:4][CH:3]=1.[H-].[Na+].Cl[CH2:20][C:21](=[O:23])[CH3:22]>O>[ClH:1].[Cl:1][C:2]1[CH:7]=[CH:6][C:5]([C:8]2[N:9]([CH2:20][C:21](=[O:23])[CH3:22])[C:10]3[C:11]([N:16]=2)=[N:12][CH:13]=[CH:14][CH:15]=3)=[CH:4][CH:3]=1 |f:1.2,5.6|. Reactants: ClC1=CC=C(C=C1)C1=NC=2C(=NC=CC2)N1 (2-(4-chlorophenyl)-3H-imidazo[4,5-b]pyridine), [H-].[Na+] (sodium hydride), [H-].[Na+] (sodium hydride), ClCC(C)=O (chloroacetone). Product: Cl.ClC1=CC=C(C=C1)C=1N(C=2C(=NC=CC2)N1)CC(C)=O (1-[2-(4-Chlorophenyl)-1H-imidazo[4,5-b]pyridin-1-yl]-2-propanone hydrochloride). Reactants: C(CCC)C=1NC(=C(N1)C(=O)OC)C(=O)OC (dimethyl 2-butylimidazole-4,5-dicarboxylate), C(C1=CC=CC=C1)(C1=CC=CC=C1)(C1=CC=CC=C1)N1N=NN=C1C1=C(C=CC=C1)C1=CC=C(CBr)C=C1 (4-[2-(trityltetrazol-5-yl)phenyl]benzyl bromide). Yields the product C(CCC)C=1N(C(=C(N1)C(=O)OC)C(=O)OC)CC1=CC=C(C=C1)C1=C(C=CC=C1)C1=NN=NN1C(C1=CC=CC=C1)(C1=CC=CC=C1)C1=CC=CC=C1 (Dimethyl 2-butyl-1-{4-[2-(trityltetrazol-5-yl)phenyl]phenyl}methylimidazole-4,5-dicarboxylate). Isolated yield 34.2%. Reaction SMILES: [CH2:1]([C:5]1[NH:6][C:7]([C:14]([O:16][CH3:17])=[O:15])=[C:8]([C:10]([O:12][CH3:13])=[O:11])[N:9]=1)[CH2:2][CH2:3][CH3:4].[C:18]([N:37]1[C:41]([C:42]2[CH:47]=[CH:46][CH:45]=[CH:44][C:43]=2[C:48]2[CH:55]=[CH:54][C:51]([CH2:52]Br)=[CH:50][CH:49]=2)=[N:40][N:39]=[N:38]1)([C:31]1[CH:36]=[CH:35][CH:34]=[CH:33][CH:32]=1)([C:25]1[CH:30]=[CH:29][CH:28]=[CH:27][CH:26]=1)[C:19]1[CH:24]=[CH:23][CH:22]=[CH:21][CH:20]=1>>[CH2:1]([C:5]1[N:9]([CH2:52][C:51]2[CH:50]=[CH:49][C:48]([C:43]3[CH:44]=[CH:45][CH:46]=[CH:47][C:42]=3[C:41]3[N:37]([C:18]([C:31]4[CH:36]=[CH:35][CH:34]=[CH:33][CH:32]=4)([C:25]4[CH:26]=[CH:27][CH:28]=[CH:29][CH:30]=4)[C:19]4[CH:24]=[CH:23][CH:22]=[CH:21][CH:20]=4)[N:38]=[N:39][N:40]=3)=[CH:55][CH:54]=2)[C:8]([C:10]([O:12][CH3:13])=[O:11])=[C:7]([C:14]([O:16][CH3:17])=[O:15])[N:6]=1)[CH2:2][CH2:3][CH3:4]. Procedure: Following a procedure similar to that described in Example 35(a), but using 0.50 g of dimethyl 2-butylimidazole-4,5-dicarboxylate (prepared as described in Preparation 4) and 1.17 g of 4-[2-(trityltetrazol-5-yl)phenyl]benzyl bromide, 0.51 g of the title compound was obtained as an amorphous solid. Starting materials: FC1=CC=C(C=C1)C1(CCCCC1)C(=O)O (1-(4-fluoro phenyl)cyclohexanecarboxylic acid), NCCCN1CCC(CC1)C=1C=C(C=CC1)NC(CC)=O (N-{3-[1-(3-aminopropyl)-4-piperidinyl]phenyl}propanamide). Yields the product FC1=CC=C(C=C1)C1(CCCCC1)C(=O)NCCCN1CCC(CC1)C1=CC(=CC=C1)NC(CC)=O (1-(4-FLUOROPHENYL)-N-(3-{4-[3-(PROPIONYLAMINO)PHENYL]-1-PIPERIDINYL}PROPYL)CYCLOHEXANECARBOXAMIDE). As a reaction SMILES: [F:1][C:2]1[CH:7]=[CH:6][C:5]([C:8]2([C:14]([OH:16])=O)[CH2:13][CH2:12][CH2:11][CH2:10][CH2:9]2)=[CH:4][CH:3]=1.[NH2:17][CH2:18][CH2:19][CH2:20][N:21]1[CH2:26][CH2:25][CH:24]([C:27]2[CH:28]=[C:29]([NH:33][C:34](=[O:37])[CH2:35][CH3:36])[CH:30]=[CH:31][CH:32]=2)[CH2:23][CH2:22]1>>[F:1][C:2]1[CH:3]=[CH:4][C:5]([C:8]2([C:14]([NH:17][CH2:18][CH2:19][CH2:20][N:21]3[CH2:26][CH2:25][CH:24]([C:27]4[CH:32]=[CH:31][CH:30]=[C:29]([NH:33][C:34](=[O:37])[CH2:35][CH3:36])[CH:28]=4)[CH2:23][CH2:22]3)=[O:16])[CH2:9][CH2:10][CH2:11][CH2:12][CH2:13]2)=[CH:6][CH:7]=1. Reported procedure: Example 61 was prepared from 1-(4-fluoro phenyl)cyclohexanecarboxylic acid and N-{3-[1-(3-aminopropyl)-4-piperidinyl]phenyl}propanamide according to the procedures described in Scheme 10: ESMS m/e: 494.4 (M+H)+. Isolated yield 46.0%. Starting materials: FC=1C(=C(C(=O)O)C=CC1F)NC1=C(C=C(C=C1)CCCO)F (3,4-difluoro-2-[2-fluoro-4-(3-hydroxypropyl)anilino]benzoic acid), NOCCOC=C (1-[2-(aminooxy)ethoxy]ethylene), C[N+]1(CCOCC1)C2=NC(=NC(=N2)OC)OC.[Cl-] (DMT-MM). Yields the product FC=1C(=C(C(=O)NOCCOC=C)C=CC1F)NC1=C(C=C(C=C1)CCCO)F (3,4-difluoro-2-[2-fluoro-4-(3-hydroxypropyl)anilino]-N-[2-(vinyloxy)ethoxy]benzamide). Reaction SMILES: [F:1][C:2]1[C:3]([NH:12][C:13]2[CH:18]=[CH:17][C:16]([CH2:19][CH2:20][CH2:21][OH:22])=[CH:15][C:14]=2[F:23])=[C:4]([CH:8]=[CH:9][C:10]=1[F:11])[C:5]([OH:7])=O.[NH2:24][O:25][CH2:26][CH2:27][O:28][CH:29]=[CH2:30].C[N+]1(C2N=C(OC)N=C(OC)N=2)CCOCC1.[Cl-]>>[F:1][C:2]1[C:3]([NH:12][C:13]2[CH:18]=[CH:17][C:16]([CH2:19][CH2:20][CH2:21][OH:22])=[CH:15][C:14]=2[F:23])=[C:4]([CH:8]=[CH:9][C:10]=1[F:11])[C:5]([NH:24][O:25][CH2:26][CH2:27][O:28][CH:29]=[CH2:30])=[O:7] |f:2.3|. Reported procedure: The title compound was prepared from reaction of 3,4-difluoro-2-[2-fluoro-4-(3-hydroxypropyl)anilino]benzoic acid with 1-[2-(aminooxy)ethoxy]ethylene and DMT-MM by the general procedure of Example 6, Step B, then purified by column chromatography on silica gel (20% EtOAc/PE as eluant) to give 3,4-difluoro-2-[2-fluoro-4-(3-hydroxypropyl)anilino]-N-[2-(vinyloxy)ethoxy]benzamide as a white solid (46%), which was employed directly in the next step. 1H NMR [400 MHz, (CD3)2SO] δ 11.93 (br s, 1 H), 8.7...